Task: describe an organic reaction: reactants, conditions, products, and yield. Dataset: the Open Reaction Database (ORD), a public repository of structured organic reaction records Starting materials: CCCCCCC, ClCCl, OCCCc1ccc(C(F)(F)F)cc1, O=[Cr](=O)([O-])Cl, c1cc[nH+]cc1. Yields the product O=CCCc1ccc(C(F)(F)F)cc1. As a reaction SMILES: [CH3:26][CH2:27][CH2:28][CH2:29][CH2:30][CH2:31][CH3:32].[Cl:33][CH2:34][Cl:35].[F:1][C:2]([c:3]1[cH:4][cH:5][c:6]([CH2:9][CH2:10][CH2:11][OH:12])[cH:7][cH:8]1)([F:13])[F:14].[O:15]=[Cr:16]([Cl:17])([O-:18])=[O:19].[nH+:20]1[cH:21][cH:22][cH:23][cH:24][cH:25]1>>[F:1][C:2]([c:3]1[cH:4][cH:5][c:6]([CH2:9][CH2:10][CH:11]=[O:12])[cH:7][cH:8]1)([F:13])[F:14]. Starting materials: C=C(C)C, CCOCC, N#N, NCC(NC(=O)OCc1ccccc1)C(=O)O, [Na+], O=C([O-])O, C1COCCO1, O=S(=O)(O)O. Yields the product CC(C)(C)OC(=O)C(CN)NC(=O)OCc1ccccc1. Reaction SMILES: [CH3:20][C:21]([CH3:22])=[CH2:23].[CH3:40][CH2:41][O:42][CH2:43][CH3:44].[N:18]#[N:19].[NH2:1][CH2:2][CH:3]([C:4](=[O:5])[OH:6])[NH:7][C:8](=[O:9])[O:10][CH2:11][c:12]1[cH:13][cH:14][cH:15][cH:16][cH:17]1.[Na+:33].[O-:29][C:30]([OH:31])=[O:32].[O:34]1[CH2:35][CH2:36][O:37][CH2:38][CH2:39]1.[S:24](=[O:25])(=[O:26])([OH:27])[OH:28]>>[NH2:1][CH2:2][CH:3]([C:4](=[O:5])[O:6][C:21]([CH3:20])([CH3:22])[CH3:23])[NH:7][C:8](=[O:9])[O:10][CH2:11][c:12]1[cH:13][cH:14][cH:15][cH:16][cH:17]1. Reactants: CO, CC(O)c1cccc(F)c1O. Yields the product CCc1cccc(F)c1O. Reaction SMILES: [CH3:12][OH:13].[F:1][c:2]1[c:3]([OH:11])[c:4]([CH:8]([CH3:9])[OH:10])[cH:5][cH:6][cH:7]1>>[F:1][c:2]1[c:3]([OH:11])[c:4]([CH2:8][CH3:9])[cH:5][cH:6][cH:7]1. Starting materials: COC(C(C1=CC=C(C=C1)OC\C=C\C=1N(C2=CC=CC=C2C1C1=CC=C(C=C1)F)C(C)C)=O)=O ((E)-4-[3-[3-(4-fluorophenyl)-1-(1-methylethyl)-1H-indol-2-yl]-2-propenyloxy]-alpha-oxobenzeneacetic acid methyl ester), [OH-].[Na+] (sodium hydroxide), oil, N1CCOCC1 (morpholine). RXN SMILES: C[O:2][C:3](=[O:35])[C:4](=[O:34])[C:5]1[CH:10]=[CH:9][C:8]([O:11][CH2:12]/[CH:13]=[CH:14]/[C:15]2[N:16]([CH:31]([CH3:33])[CH3:32])[C:17]3[C:22]([C:23]=2[C:24]2[CH:29]=[CH:28][C:27]([F:30])=[CH:26][CH:25]=2)=[CH:21][CH:20]=[CH:19][CH:18]=3)=[CH:7][CH:6]=1.[OH-].[Na+].N1CCOCC1>CO.C(OCC)C>[F:30][C:27]1[CH:28]=[CH:29][C:24]([C:23]2[C:22]3[C:17](=[CH:18][CH:19]=[CH:20][CH:21]=3)[N:16]([CH:31]([CH3:33])[CH3:32])[C:15]=2/[CH:14]=[CH:13]/[CH2:12][O:11][C:8]2[CH:7]=[CH:6][C:5]([C:4](=[O:34])[C:3]([OH:35])=[O:2])=[CH:10][CH:9]=2)=[CH:25][CH:26]=1 |f:1.2|. The yield is 75.7%. Yields the product FC1=CC=C(C=C1)C1=C(N(C2=CC=CC=C12)C(C)C)/C=C/COC1=CC=C(C=C1)C(C(=O)O)=O ((E)-4-[3-[3-(4-fluorophenyl)-1-(1-methylethyl)-1H-indole-2-yl]-2-propenyloxy]-alpha-oxobenzeneacetic acid). Run in CO (methanol), C(C)OCC (diethyl ether). Procedure details: As in Example 19, (E)-4-[3-[3-(4-fluorophenyl)-1-(1-methylethyl)-1H-indol-2-yl]-2-propenyloxy]-alpha-oxobenzeneacetic acid methyl ester (0.354 g) in methanol (5 mL) was treated with 1N sodium hydroxide (0.9 mL). The usual work up gave 0.4 g of a oil, which was dissolved in diethyl ether and morpholine (0.07 g) was added. Crystallization was induced and the recovered solid was recrystallized from dichloromethane-ethyl acetate to provide 0.26 g of (E)-4-[3-[3-(4-fluorophenyl)-1-(1-methylethyl)-1H-... Starting materials: O.Cl.N1CCC(CC1)=O (4-Piperidone hydrochloride monohydrate), Cl.FC=1C=C(C=CC1)NN (3-fluorophenylhydrazine hydrochloride). Solvent: C(C)O (ethanol). Conditions: temperature 0 celsius, time 1.5 hour. Yields the product FC=1C=CC=2C3=C(NC2C1)CCNC3 (7-Fluoro-2,3,4,5-tetrahydro-1H-pyrido[4,3-b]-indole). Reaction SMILES: O.Cl.[NH:3]1[CH2:8][CH2:7][C:6](=O)[CH2:5][CH2:4]1.Cl.[F:11][C:12]1[CH:13]=[C:14]([NH:18]N)[CH:15]=[CH:16][CH:17]=1>C(O)C>[F:11][C:12]1[CH:17]=[CH:16][C:15]2[C:7]3[CH2:8][NH:3][CH2:4][CH2:5][C:6]=3[NH:18][C:14]=2[CH:13]=1 |f:0.1.2,3.4|. Procedure: 4-Piperidone hydrochloride monohydrate (4.55 g) and 3-fluorophenylhydrazine hydrochloride (4.85 g) were added to ethanol (80 ml) and the mixture was heated under reflux for one hour. Hydrogen chloride gas was bubbled into the mixture and refluxing was recommenced for another 1.5 hours. The solution was cooled to 0° C., the hydrochloride was filtered off, washed with ethanol, dissolved in boiling water, decolourised with activated charcoal and filtered. 2M Sodium hydroxide solution was added to t...